This data is from the Open Reaction Database (ORD), a public repository of structured organic reaction records. The task is: describe an organic reaction: reactants, conditions, products, and yield Starting materials: CC1(C)CC(=O)c2ccc(OS(=O)(=O)C(F)(F)F)cc21, OB(O)c1ccc(C(F)(F)F)cc1. The product is CC1(C)CC(=O)c2ccc(-c3ccc(C(F)(F)F)cc3)cc21. Reaction SMILES: [CH3:1][C:2]1([CH3:20])[CH2:3][C:4](=[O:19])[c:5]2[cH:6][cH:7][c:8]([O:11][S:12]([C:13]([F:14])([F:15])[F:16])(=[O:17])=[O:18])[cH:9][c:10]21.[F:21][C:22]([c:23]1[cH:24][cH:25][c:26]([B:29]([OH:30])[OH:31])[cH:27][cH:28]1)([F:32])[F:33]>>[CH3:1][C:2]1([CH3:20])[CH2:3][C:4](=[O:19])[c:5]2[cH:6][cH:7][c:8](-[c:26]3[cH:25][cH:24][c:23]([C:22]([F:21])([F:32])[F:33])[cH:28][cH:27]3)[cH:9][c:10]21. Reactants: P(=O)(Cl)(Cl)Cl (phosphorus oxychloride), OC1=C(C#N)C=C(C=N1)I (2-hydroxy-5-iodonicotinonitrile). The reagents and catalysts are S(O)(O)(=O)=O (sulfuric acid). Run in O (water). Conditions: temperature 110 celsius. The product is ClC1=C(C#N)C=C(C=N1)I (2-chloro-5-iodonicotinonitrile). Yield: 389.6%. RXN SMILES: P(Cl)(Cl)([Cl:3])=O.O[C:7]1[N:14]=[CH:13][C:12]([I:15])=[CH:11][C:8]=1[C:9]#[N:10]>S(=O)(=O)(O)O.O>[Cl:3][C:7]1[N:14]=[CH:13][C:12]([I:15])=[CH:11][C:8]=1[C:9]#[N:10]. Procedure details: 30.7 ml (329 mmol) of phosphorus oxychloride at 0° C. and 6 drops of sulfuric acid are added to 9 g (6.6 mmol) of 2-hydroxy-5-iodonicotinonitrile. The reaction mixture is heated at 110° C. for 5 hours and then at room temperature overnight. The reaction mixture is poured in a beaker containing ice and a little water, and a precipitate is formed. The mixture is allowed to gradually return to room temperature and then is filtered and rinsed with water. The solid is dried to yield 6.8 g (70%) of 2-... Starting materials: C(C)(C)N(CC)C(C)C (Diisopropylethylamine), FC(C(=O)O)(F)F.COC(CC1=CC2=CC=C(C=C2C(=C1)C1CCNCC1)F)=O ((6-fluoro-4-piperidin-4-yl-naphthalen-2-yl)-acetic acid methyl ester trifluoroacetate salt), ClC1=C(C=CC(=C1)Cl)S(=O)(=O)Cl (2,4-Dichlorobenzenesulfonyl chloride). Solvent: O1CCCC1 (tetrahydrofuran). Run at time 30 minute. Product: COC(CC1=CC2=CC=C(C=C2C(=C1)C1CCN(CC1)S(=O)(=O)C1=C(C=C(C=C1)Cl)Cl)F)=O ({4-[1-(2,4-dichloro-benzenesulfonyl)-piperidin-4-yl]-6-fluoro-naphthalen-2-yl}-acetic acid methyl ester). The yield is 65.3%. RXN SMILES: C(N(C(C)C)CC)(C)C.FC(F)(F)C(O)=O.[CH3:17][O:18][C:19](=[O:38])[CH2:20][C:21]1[CH:30]=[C:29]([CH:31]2[CH2:36][CH2:35][NH:34][CH2:33][CH2:32]2)[C:28]2[C:23](=[CH:24][CH:25]=[C:26]([F:37])[CH:27]=2)[CH:22]=1.[Cl:39][C:40]1[CH:45]=[C:44]([Cl:46])[CH:43]=[CH:42][C:41]=1[S:47](Cl)(=[O:49])=[O:48]>O1CCCC1>[CH3:17][O:18][C:19](=[O:38])[CH2:20][C:21]1[CH:30]=[C:29]([CH:31]2[CH2:36][CH2:35][N:34]([S:47]([C:41]3[CH:42]=[CH:43][C:44]([Cl:46])=[CH:45][C:40]=3[Cl:39])(=[O:49])=[O:48])[CH2:33][CH2:32]2)[C:28]2[C:23](=[CH:24][CH:25]=[C:26]([F:37])[CH:27]=2)[CH:22]=1 |f:1.2|. Procedure details: Diisopropylethylamine (0.6 mL, 3.4 mmol) was added at 0° C. to a solution of (6-fluoro-4-piperidin-4-yl-naphthalen-2-yl)-acetic acid methyl ester trifluoroacetate salt (which may be prepared as described above; 150 mg, 0.36 mmol) in tetrahydrofuran (5 mL), and the mixture was stirred at room temperature for 30 min. 2,4-Dichlorobenzenesulfonyl chloride (available from Sigma-Aldrich; 133 mg, 0.54 mmol) was added and the mixture was stirred at room temperature for 16 h. The solvent was evaporated u... Starting materials: C(Cl)C1CO1 (epichlorohydrin), C([O-])([O-])=O.[K+].[K+] (potassium carbonate), OC1=CC=C(C=C1)C=1SC=C(N1)C(F)(F)F (2-(4-hydroxyphenyl)-4-(trifluoromethyl)-thiazole). Run at time 3 hour. Yields the product O1C(COC2=CC=C(C=C2)C=2SC=C(N2)C(F)(F)F)C1 (2-[4-(2,3-epoxypropoxy)-phenyl]-4-(trifluoromethyl)-thiazole). As a reaction SMILES: [CH2:1]([CH:3]1[O:5][CH2:4]1)Cl.C(=O)([O-])[O-].[K+].[K+].[OH:12][C:13]1[CH:18]=[CH:17][C:16]([C:19]2[S:20][CH:21]=[C:22]([C:24]([F:27])([F:26])[F:25])[N:23]=2)=[CH:15][CH:14]=1>>[O:5]1[CH2:4][CH:3]1[CH2:1][O:12][C:13]1[CH:18]=[CH:17][C:16]([C:19]2[S:20][CH:21]=[C:22]([C:24]([F:27])([F:26])[F:25])[N:23]=2)=[CH:15][CH:14]=1 |f:1.2.3|. Procedure: A mixture of 5 ml of epichlorohydrin and 0.5 g of potassium carbonate is heated under reflux. 0.5 g of 2-(4-hydroxyphenyl)-4-(trifluoromethyl)-thiazole is added in one portion and the reaction mixture is then heated under reflux for a further 15 minutes. After cooling, the mixture is filtered, the filtrate is concentrated by evaporation in a rotary evaporator and the residue is taken up in 6 ml of dichloromethane; 100 mg of tetrabutylammonium hydrogen sulphate and 6 ml of 2N sodium hydroxide sol... The reactants are C(#N)C1=C(C=CC=C1)CNS(=O)=O.NCC1=C(C=CC=C1)CNS(=O)=O (N-(2-Aminomethylphenyl)methylsulphonamide N-(2-Cyanophenyl)methylsulphonamide), [H][H] (hydrogen). Reagents/catalysts: [Ni] (raney nickel). Run in C(C)O (ethanol). Product: NCC1=C(C=CC=C1)CNS(=O)=O (N-(2-aminomethylphenyl)methylsulphonamide). Isolated yield 181.2%. RXN SMILES: [C:1]([C:3]1[CH:8]=[CH:7][CH:6]=[CH:5][C:4]=1[CH2:9][NH:10][SH:11](=[O:13])=[O:12])#[N:2].NCC1C=CC=CC=1CNS(=O)=O.[H][H]>[Ni].C(O)C>[NH2:2][CH2:1][C:3]1[CH:8]=[CH:7][CH:6]=[CH:5][C:4]=1[CH2:9][NH:10][SH:11](=[O:13])=[O:12] |f:0.1|. Procedure details: N-(2-Aminomethylphenyl)methylsulphonamide N-(2-Cyanophenyl)methylsulphonamide (1.0 g) and raney nickel in ethanol/0.880 ammonia (100 ml, 1:1) were hydrogenated under 64 Atm. of hydrogen at room temperature for 27 h. The reaction was filtered through celite and the solvent evaporated under vacuum to give N-(2-aminomethylphenyl)methylsulphonamide (915 mg, 90%). Starting materials: N1=CC=C(C=C1)N1CCC(CC1)C(=O)Cl (1-(4-pyridyl)piperidine-4-carbonyl chloride), C1=C(C=CC2=CC=CC=C12)S(=O)(=O)N1CCNCCC1 (1-(2-naphthylsulphonyl)-1,4-diazepane). The product is C1=C(C=CC2=CC=CC=C12)S(=O)(=O)N1CCN(CCC1)C(=O)C1CCN(CC1)C1=CC=NC=C1 (1-(2-naphthylsulphonyl)-4-[1-(4-pyridyl)piperidin-4-ylcarbonyl]-1,4-diazepane). Yield: 42.0%. RXN SMILES: [N:1]1[CH:6]=[CH:5][C:4]([N:7]2[CH2:12][CH2:11][CH:10]([C:13](Cl)=[O:14])[CH2:9][CH2:8]2)=[CH:3][CH:2]=1.[CH:16]1[C:25]2[C:20](=[CH:21][CH:22]=[CH:23][CH:24]=2)[CH:19]=[CH:18][C:17]=1[S:26]([N:29]1[CH2:35][CH2:34][CH2:33][NH:32][CH2:31][CH2:30]1)(=[O:28])=[O:27]>>[CH:16]1[C:25]2[C:20](=[CH:21][CH:22]=[CH:23][CH:24]=2)[CH:19]=[CH:18][C:17]=1[S:26]([N:29]1[CH2:35][CH2:34][CH2:33][N:32]([C:13]([CH:10]2[CH2:11][CH2:12][N:7]([C:4]3[CH:5]=[CH:6][N:1]=[CH:2][CH:3]=3)[CH2:8][CH2:9]2)=[O:14])[CH2:31][CH2:30]1)(=[O:28])=[O:27]. Procedure: Using an analogous procedure to that described in Example 1, 1-(4-pyridyl)piperidine-4-carbonyl chloride was reacted with 1-(2-naphthylsulphonyl)-1,4-diazepane to give 1-(2-naphthylsulphonyl)-4-[1-(4-pyridyl)piperidin-4-ylcarbonyl]-1,4-diazepane in 42% yield, m.p. 178-180° C.; The reactants are CC(C)(C)OC(=O)NC1CCC(Nc2ncc3c(-c4ccnc(NCc5ccsc5)n4)n[nH]c3n2)CC1, CO, Cl. Product: NC1CCC(Nc2ncc3c(-c4ccnc(NCc5ccsc5)n4)n[nH]c3n2)CC1. As a reaction SMILES: [C:1]([O:2][C:3](=[O:4])[NH:7][CH:8]1[CH2:9][CH2:10][CH:11]([NH:14][c:15]2[n:16][cH:17][c:18]3[c:19]([n:20]2)[nH:21][n:22][c:23]3-[c:24]2[n:25][c:26]([NH:30][CH2:31][c:32]3[cH:33][s:34][cH:35][cH:36]3)[n:27][cH:28][cH:29]2)[CH2:12][CH2:13]1)([CH3:5])([CH3:6])[CH3:37].[CH3:38][OH:39].[ClH:40]>>[NH2:7][CH:8]1[CH2:9][CH2:10][CH:11]([NH:14][c:15]2[n:16][cH:17][c:18]3[c:19]([n:20]2)[nH:21][n:22][c:23]3-[c:24]2[n:25][c:26]([NH:30][CH2:31][c:32]3[cH:33][s:34][cH:35][cH:36]3)[n:27][cH:28][cH:29]2)[CH2:12][CH2:13]1. The reactants are [BH4-], COC(=O)C=CCCCCOc1ccccc1N(C)C(=O)c1ccc(NC(=O)c2ccccc2-c2ccc(C)cc2)cc1, CO, [Na+], Cl[Ni]Cl, C1CCOC1, O, O, O, O, O, O. Product: COC(=O)CCCCCCOc1ccccc1N(C)C(=O)c1ccc(NC(=O)c2ccccc2-c2ccc(C)cc2)cc1. Reaction SMILES: [BH4-:44].[CH3:1][c:2]1[cH:3][cH:4][c:5](-[c:8]2[c:9]([C:14](=[O:15])[NH:16][c:17]3[cH:18][cH:19][c:20]([C:21](=[O:22])[N:23]([c:24]4[c:25]([O:30][CH2:31][CH2:32][CH2:33][CH2:34][CH:35]=[CH:36][C:37](=[O:38])[O:39][CH3:40])[cH:26][cH:27][cH:28][cH:29]4)[CH3:41])[cH:42][cH:43]3)[cH:10][cH:11][cH:12][cH:13]2)[cH:6][cH:7]1.[CH3:46][OH:47].[Na+:45].[Ni:59]([Cl:60])[Cl:61].[O:48]1[CH2:49][CH2:50][CH2:51][CH2:52]1.[OH2:53].[OH2:54].[OH2:55].[OH2:56].[OH2:57].[OH2:58]>>[CH3:1][c:2]1[cH:3][cH:4][c:5](-[c:8]2[c:9]([C:14](=[O:15])[NH:16][c:17]3[cH:18][cH:19][c:20]([C:21](=[O:22])[N:23]([c:24]4[c:25]([O:30][CH2:31][CH2:32][CH2:33][CH2:34][CH2:35][CH2:36][C:37](=[O:38])[O:39][CH3:40])[cH:26][cH:27][cH:28][cH:29]4)[CH3:41])[cH:42][cH:43]3)[cH:10][cH:11][cH:12][cH:13]2)[cH:6][cH:7]1.